Dataset: the Open Reaction Database (ORD), a public repository of structured organic reaction records. Task: describe an organic reaction: reactants, conditions, products, and yield Reactants: ClC1=C(C=CC=C1)C=1C(N(C=C(C1)C(=O)OC)C1=CC=CC=C1)=O (3-(2-chlorophenyl)-5-methoxycarbonyl-1-phenyl-1,2-dihydropyridin-2-one), BrC=1C(N(C=C(C1)C(=O)OC)C1=CC=CC=C1)=O (3-bromo-5-methoxycarbonyl-1-phenyl-1,2-dihydropyridin-2-one), ClC1=C(C=CC=C1)B(O)O (2-chlorophenylboronic acid), [H-].C(C(C)C)[Al+]CC(C)C (diisobutyl aluminum hydride), Cl (hydrochloric acid), C(O)([O-])=O.[Na+] (sodium hydrogen carbonate). The solvent is C1(=CC=CC=C1)C (toluene). Run at temperature -78 celsius, time 8 hour. Product: ClC1=C(C=CC=C1)C=1C(N(C=C(C1)CO)C1=CC=CC=C1)=O (3-(2-Chlorophenyl)-5-hydroxymethyl-1-phenyl-1,2-dihydropyridin-2-one). Isolated yield 36.3%. RXN SMILES: [Cl:1][C:2]1[CH:7]=[CH:6][CH:5]=[CH:4][C:3]=1[C:8]1[C:9](=[O:24])[N:10]([C:18]2[CH:23]=[CH:22][CH:21]=[CH:20][CH:19]=2)[CH:11]=[C:12]([C:14](OC)=[O:15])[CH:13]=1.BrC1C(=O)N(C2C=CC=CC=2)C=C(C(OC)=O)C=1.ClC1C=CC=CC=1B(O)O.[H-].C([Al+]CC(C)C)C(C)C.Cl.C(=O)([O-])O.[Na+]>C1(C)C=CC=CC=1>[Cl:1][C:2]1[CH:7]=[CH:6][CH:5]=[CH:4][C:3]=1[C:8]1[C:9](=[O:24])[N:10]([C:18]2[CH:19]=[CH:20][CH:21]=[CH:22][CH:23]=2)[CH:11]=[C:12]([CH2:14][OH:15])[CH:13]=1 |f:3.4,6.7|. Reported procedure: 36 mg of 3-(2-chlorophenyl)-5-methoxycarbonyl-1-phenyl-1,2-dihydropyridin-2-one synthesized by the method of Referential Example 3 from 3-bromo-5-methoxycarbonyl-1-phenyl-1,2-dihydropyridin-2-one and 2-chlorophenylboronic acid, was dissolved in 20 ml of toluene. After cooling to −78° C., 0.1 ml diisobutyl aluminum hydride (1.5 M tetrahydrofuran solution) was added dropwise thereinto. While heating from −78° C. to room temperature, the mixture was stirred overnight. Then, 1N hydrochloric acid was... Starting materials: O=[N+]([O-])c1ccc(N2CCN(Cc3ccccc3)CC2)cc1CS(=O)(=O)c1ccccc1, CO, Cl, [Na+], O=C([O-])O, [Sn]. The product is Nc1ccc(N2CCN(Cc3ccccc3)CC2)cc1CS(=O)(=O)c1ccccc1. Reaction SMILES: [CH2:1]([c:2]1[cH:3][cH:4][cH:5][cH:6][cH:7]1)[N:8]1[CH2:9][CH2:10][N:11]([c:14]2[cH:15][c:16]([CH2:23][S:24](=[O:25])(=[O:26])[c:27]3[cH:28][cH:29][cH:30][cH:31][cH:32]3)[c:17]([N+:20]([O-:21])=[O:22])[cH:18][cH:19]2)[CH2:12][CH2:13]1.[CH3:39][OH:40].[ClH:41].[Na+:38].[O-:34][C:35]([OH:36])=[O:37].[Sn:33]>>[CH2:1]([c:2]1[cH:3][cH:4][cH:5][cH:6][cH:7]1)[N:8]1[CH2:9][CH2:10][N:11]([c:14]2[cH:15][c:16]([CH2:23][S:24](=[O:25])(=[O:26])[c:27]3[cH:28][cH:29][cH:30][cH:31][cH:32]3)[c:17]([NH2:20])[cH:18][cH:19]2)[CH2:12][CH2:13]1. Starting materials: O=C([O-])O, CCN(Cc1cc(C(F)(F)F)cc(C(F)(F)F)c1)c1ccc(C(F)(F)F)cc1CNc1ncc(OCCCC(=O)OC(C)(C)C)cn1, [Na+], C1COCCO1, O=C(O)CC(O)(CC(=O)O)C(=O)O. Yields the product CCN(Cc1cc(C(F)(F)F)cc(C(F)(F)F)c1)c1ccc(C(F)(F)F)cc1CNc1ncc(OCCCC(=O)O)cn1. RXN SMILES: [C:48](=[O:49])([OH:50])[O-:51].[F:1][C:2]([c:3]1[cH:4][c:5]([CH2:6][N:7]([c:8]2[c:9]([CH2:10][NH:11][c:12]3[n:13][cH:14][c:15]([O:18][CH2:19][CH2:20][CH2:21][C:22](=[O:23])[O:24][C:25]([CH3:26])([CH3:27])[CH3:28])[cH:16][n:17]3)[cH:29][c:30]([C:33]([F:34])([F:35])[F:36])[cH:31][cH:32]2)[CH2:37][CH3:38])[cH:39][c:40]([C:42]([F:43])([F:44])[F:45])[cH:41]1)([F:46])[F:47].[Na+:52].[O:66]1[CH2:67][CH2:68][O:69][CH2:70][CH2:71]1.[OH:53][C:54]([CH2:55][C:56]([C:57](=[O:58])[OH:59])([CH2:60][C:61](=[O:62])[OH:63])[OH:64])=[O:65]>>[F:1][C:2]([c:3]1[cH:4][c:5]([CH2:6][N:7]([c:8]2[c:9]([CH2:10][NH:11][c:12]3[n:13][cH:14][c:15]([O:18][CH2:19][CH2:20][CH2:21][C:22](=[O:23])[OH:24])[cH:16][n:17]3)[cH:29][c:30]([C:33]([F:34])([F:35])[F:36])[cH:31][cH:32]2)[CH2:37][CH3:38])[cH:39][c:40]([C:42]([F:43])([F:44])[F:45])[cH:41]1)([F:46])[F:47]. Starting materials: CC(=O)O, Nc1ccccc1. The product is CC(=O)Nc1ccccc1. RXN SMILES: [CH3:8][C:9]([OH:10])=[O:11].[NH2:1][c:2]1[cH:3][cH:4][cH:5][cH:6][cH:7]1>>[NH:1]([c:2]1[cH:3][cH:4][cH:5][cH:6][cH:7]1)[C:9]([CH3:8])=[O:10]. Reactants: ClC1=C(C(CN2C=NC=C2)OCC2=C(C=C(C=C2)Cl)Cl)C=CC(=C1)Cl (1-[2,4-dichloro-β-(2,4-dichlorobenzyloxy)phenethyl]imidazole), C(CCCCCCCCC)Br (n-decyl bromide). Product: [Br-].C(CCCCCCCCC)[N+]1=CN(C=C1)CC(C1=C(C=C(C=C1)Cl)Cl)OCC1=C(C=C(C=C1)Cl)Cl (1-decyl-3-[2,4-dichloro-β-(2,4-dichlorobenzyloxy)phenethyl]imidazolium bromide). As a reaction SMILES: [Cl:1][C:2]1[CH:24]=[C:23]([Cl:25])[CH:22]=[CH:21][C:3]=1[CH:4]([O:11][CH2:12][C:13]1[CH:18]=[CH:17][C:16]([Cl:19])=[CH:15][C:14]=1[Cl:20])[CH2:5][N:6]1[CH:10]=[CH:9][N:8]=[CH:7]1.[CH2:26]([Br:36])[CH2:27][CH2:28][CH2:29][CH2:30][CH2:31][CH2:32][CH2:33][CH2:34][CH3:35]>>[Br-:36].[CH2:26]([N+:8]1[CH:9]=[CH:10][N:6]([CH2:5][CH:4]([O:11][CH2:12][C:13]2[CH:18]=[CH:17][C:16]([Cl:19])=[CH:15][C:14]=2[Cl:20])[C:3]2[CH:21]=[CH:22][C:23]([Cl:25])=[CH:24][C:2]=2[Cl:1])[CH:7]=1)[CH2:27][CH2:28][CH2:29][CH2:30][CH2:31][CH2:32][CH2:33][CH2:34][CH3:35] |f:2.3|. Reported procedure: mp. 90°-94° C., by the reaction of 1-[2,4-dichloro-β-(2,4-dichlorobenzyloxy)phenethyl]imidazole and n-decyl bromide after an overnight reflux. Reaction SMILES: Cl.Cl.[CH3:3][O:4][C:5](=[O:56])[C@@H:6]([NH:23][C:24]([C@@H:26]1[CH2:35][C:34]2[CH:33]=[C:32]3[O:36][CH2:37][C@H:38]([C:40]4[CH:45]=[CH:44][C:43]([O:46][CH2:47][C:48]5[CH:53]=[CH:52][C:51]([Cl:54])=[C:50]([Cl:55])[CH:49]=5)=[CH:42][CH:41]=4)[O:39][C:31]3=[CH:30][C:29]=2[CH2:28][NH:27]1)=[O:25])[CH2:7][C:8]1[CH:13]=[CH:12][C:11]([O:14][C:15]2[CH:20]=[CH:19][N:18]=[C:17]([CH3:21])[C:16]=2[CH3:22])=[CH:10][CH:9]=1.[N:57]1[CH:62]=[CH:61][CH:60]=[CH:59][C:58]=1[C:63](Cl)=[O:64]>>[CH3:3][O:4][C:5](=[O:56])[C@@H:6]([NH:23][C:24]([C@@H:26]1[CH2:35][C:34]2[CH:33]=[C:32]3[O:36][CH2:37][C@H:38]([C:40]4[CH:45]=[CH:44][C:43]([O:46][CH2:47][C:48]5[CH:53]=[CH:52][C:51]([Cl:54])=[C:50]([Cl:55])[CH:49]=5)=[CH:42][CH:41]=4)[O:39][C:31]3=[CH:30][C:29]=2[CH2:28][N:27]1[C:63]([C:58]1[CH:59]=[CH:60][CH:61]=[CH:62][N:57]=1)=[O:64])=[O:25])[CH2:7][C:8]1[CH:9]=[CH:10][C:11]([O:14][C:15]2[CH:20]=[CH:19][N:18]=[C:17]([CH3:21])[C:16]=2[CH3:22])=[CH:12][CH:13]=1 |f:0.1.2|. Yields the product COC([C@H](CC1=CC=C(C=C1)OC1=C(C(=NC=C1)C)C)NC(=O)[C@H]1N(CC=2C=C3C(=CC2C1)OC[C@@H](O3)C3=CC=C(C=C3)OCC3=CC(=C(C=C3)Cl)Cl)C(=O)C3=NC=CC=C3)=O ((S)-2-{[(3S,8S)-3-[4-(3,4-dichloro-benzyloxy)-phenyl]-7-(pyridine-2-carbonyl)-2,3,6,7,8,9 hexahydro-[1,4]dioxino[2,3-g]-isoquinoline-8-carbonyl]-amino}-3-[4-(2,3-dimethyl-pyridin-4-yloxy)-phenyl]-propionic acid methyl ester). Procedure details: (S)-2-({(3S,8S)-3-[4-(3,4-Dichloro-benzyloxy)-phenyl]-2,3,6,7,8,9-hexahydro-[1,4]dioxino[2,3-g]isoquinoline-8-carbonyl}-amino)-3-[4-(2,3-dimethyl-pyridin-4-yloxy)-phenyl]-propionic acid methyl ester dihydrochloride (25 mg) was reacted with pyridine-2-carbonyl chloride according to General Procedure F. The reaction mixture was directly purified over silica (hexanes to 1:1 hexanes EtOAc to 1:1 hexanes EtOAc+1% MeOH to 1:1 hexanes EtOAc+2% MeOH to 1:1 hexanes EtOAc+5% MeOH) to give (S)-2-{[(3S,8S)-... Reactants: Cl.Cl.COC([C@H](CC1=CC=C(C=C1)OC1=C(C(=NC=C1)C)C)NC(=O)[C@H]1NCC=2C=C3C(=CC2C1)OC[C@@H](O3)C3=CC=C(C=C3)OCC3=CC(=C(C=C3)Cl)Cl)=O ((S)-2-({(3S,8S)-3-[4-(3,4-Dichloro-benzyloxy)-phenyl]-2,3,6,7,8,9-hexahydro-[1,4]dioxino[2,3-g]isoquinoline-8-carbonyl}-amino)-3-[4-(2,3-dimethyl-pyridin-4-yloxy)-phenyl]-propionic acid methyl ester dihydrochloride), N1=C(C=CC=C1)C(=O)Cl (pyridine-2-carbonyl chloride). Starting materials: C(C)C1=C(C(=CC=C1)CC)NC(NN)=S (4-(2,6-diethylphenyl)-3-thiosemicarbazide), ClC(C(=O)OCC)C(=O)C (ethyl 2-chloroacetoacetate), Cl (hydrogen chloride). The yield is 91.8%. Reported procedure: A stirred slurry of 9.4 g (0.05 mole) of 4-(2,6-diethylphenyl)-3-thiosemicarbazide in 75 mL of absolute ethanol was treated with 8.25 g (0.05 mole) of ethyl 2-chloroacetoacetate. The reaction mixture was stirred at ambient temperature as the color changed from white to yellow then to a greenish-white. The reaction mixture was treated with 40 mL of 2N ethanolic hydrogen chloride, heated at reflux for 1 hr then filtered hot. The filtrate upon cooling yielded a pale yellow solid, 16 g. Recrystalliz... The solvent is C(C)O (ethanol). Yields the product Cl.C(C)C1=C(C(=CC=C1)CC)NC1=NNC(=C1C(=O)OCC)C (3-[(2,6-Diethylphenyl)amino]-5-methyl-1H-pyrazole-4-carboxylic acid, ethyl ester, hydrochloride). Reaction SMILES: [CH2:1]([C:3]1[CH:8]=[CH:7][CH:6]=[C:5]([CH2:9][CH3:10])[C:4]=1[NH:11][C:12](=S)[NH:13][NH2:14])[CH3:2].[Cl:16][CH:17]([C:23]([CH3:25])=O)[C:18]([O:20][CH2:21][CH3:22])=[O:19].Cl>C(O)C>[ClH:16].[CH2:1]([C:3]1[CH:8]=[CH:7][CH:6]=[C:5]([CH2:9][CH3:10])[C:4]=1[NH:11][C:12]1[C:17]([C:18]([O:20][CH2:21][CH3:22])=[O:19])=[C:23]([CH3:25])[NH:14][N:13]=1)[CH3:2] |f:4.5|.